Dataset: the Open Reaction Database (ORD), a public repository of structured organic reaction records. Task: describe an organic reaction: reactants, conditions, products, and yield Starting materials: N1(C=NC=C1)C(C(=O)OCC)C (ethyl 2-(1H-1-imidazolyl)propanoate), [H-].[Al+3].[Li+].[H-].[H-].[H-] (lithium aluminum hydride), [OH-].[Na+] (NaOH). Run in C1CCOC1 (THF). Reaction conditions: temperature 40 celsius, time 2.5 hour. Yields the product N1(C=NC=C1)C(CO)C (2-(1H-1-Imidazolyl)-1-propanol). Yield: 67.3%. RXN SMILES: [H-].[Al+3].[Li+].[H-].[H-].[H-].[N:7]1([CH:12]([CH3:18])[C:13](OCC)=[O:14])[CH:11]=[CH:10][N:9]=[CH:8]1.[OH-].[Na+]>C1COCC1>[N:7]1([CH:12]([CH3:18])[CH2:13][OH:14])[CH:11]=[CH:10][N:9]=[CH:8]1 |f:0.1.2.3.4.5,7.8|. Procedure details: A suspension of 16.6 g (0.437 mol) of lithium aluminum hydride in 700 mL of THF was warmed to 40° C. and treated dropwise with 36.8 g (0.219 mol) of ethyl 2-(1H-1-imidazolyl)propanoate and the suspension allowed to stir at room temperature for 2.5 hours. The mixture was decomposed with dilute NaOH, filtered, and the solid washed with THF. The solvent was removed under reduced pressure and the residue distilled at 155-170° C./0.5 mm Hg. There was obtained 18.6 g (67% yield) of the product as an o... Reactants: Cl (HCl), C(=O)C1=C(C=C(N1)C(=O)OCC)C (ethyl 5-formyl-4-methyl-1H-pyrrole-2-carboxylate), CC(=C)CC (2-methylbutene), solution, O.P(=O)(O)(O)[O-].[Na+] (sodium dihydrogen phosphate monohydrate), Cl(=O)[O-].[Na+] (sodium chlorite), O.P(=O)(O)(O)[O-].[Na+] (sodium dihydrogen phosphate monohydrate), Cl(=O)[O-].[Na+] (sodium chlorite). Solvent: CC(C)(C)O (t-BuOH), O (water), O (water). Reaction conditions: time 3 hour. Yields the product ClC=1C(=C(NC1C(=O)OCC)C(=O)O)C (4-chloro-5-[(ethyloxy)carbonyl]-3-methyl-1H-pyrrole-2-carboxylic acid). Reaction SMILES: [CH:1]([C:3]1[NH:7][C:6]([C:8]([O:10][CH2:11][CH3:12])=[O:9])=[CH:5][C:4]=1[CH3:13])=[O:2].CC(CC)=C.[OH2:19].P([O-])(O)(O)=O.[Na+].Cl([O-])=O.[Na+].[ClH:30]>CC(O)(C)C.O>[Cl:30][C:5]1[C:4]([CH3:13])=[C:3]([C:1]([OH:19])=[O:2])[NH:7][C:6]=1[C:8]([O:10][CH2:11][CH3:12])=[O:9] |f:2.3.4,5.6|. Procedure details: To a solution of ethyl 5-formyl-4-methyl-1H-pyrrole-2-carboxylate (0.40 g, 2.21 mmol) in t-BuOH (25 mL) was added 2-methylbutene as a 2M solution (38 mL, 76.0 mmol). In a separate flask sodium dihydrogen phosphate monohydrate (2.1 g, 15.2 mmol) and sodium chlorite (1.8 g, 19.9 mmol) were dissolved in water (25 mL). The aqueous solution was added to the alcoholic reaction mixture dropwise and stirred for 3 h. Additional sodium dihydrogen phosphate monohydrate (1.05 g, 7.73 mmol) and sodium chlori... Reactants: CO, Cl, [Na+], [OH-], CCOC(=O)c1ccc2nonc2c1. Yields the product O=C(O)c1ccc2nonc2c1. As a reaction SMILES: [CH3:18][OH:19].[ClH:17].[Na+:16].[OH-:15].[n:1]1[o:2][n:3][c:4]2[c:5]1[cH:6][cH:7][c:8]([C:10](=[O:11])[O:12][CH2:13][CH3:14])[cH:9]2>>[n:1]1[o:2][n:3][c:4]2[c:5]1[cH:6][cH:7][c:8]([C:10](=[O:11])[OH:12])[cH:9]2. Starting materials: CC#N, CC(C)(O)c1cccc(C(F)(F)F)n1, [Na+], [OH-], O=S(=O)(O)O. The product is CC(=O)NC(C)(C)c1cccc(C(F)(F)F)n1. As a reaction SMILES: [CH3:22][C:23]#[N:24].[F:1][C:2]([c:3]1[cH:4][cH:5][cH:6][c:7]([C:9]([CH3:10])([CH3:11])[OH:12])[n:8]1)([F:13])[F:14].[Na+:21].[OH-:20].[S:15](=[O:16])(=[O:17])([OH:18])[OH:19]>>[F:1][C:2]([c:3]1[cH:4][cH:5][cH:6][c:7]([C:9]([CH3:10])([CH3:11])[NH:24][C:23](=[O:20])[CH3:22])[n:8]1)([F:13])[F:14]. Reactants: C(C)(=O)OCC (ethyl acetate), C43H44ClN5O8, O[C@H]1CN([C@@H](C1)CO)C(=O)OCCNCCC1=CC=C(C=C1)N=NC1=C(C=C(C=C1)[N+](=O)[O-])Cl (2-({4-[(2-Chloro-4-nitrophenyl)diazenyl]phenyl}ethylamino)ethyl (5S,3R)-3-hydroxy-5-(hydroxymethyl)pyrrolidinecarboxylate), COC=1C(=C(C(C2=CC=CC=C2)(C2=CC=CC=C2)Cl)C=CC1)OC (dimethoxytrityl chloride), C([O-])(O)=O.[Na+] (sodium bicarbonate). Solvent: N1=CC=CC=C1 (pyridine). Run at time 3 hour. The product is COC1=CC=C(C=C1)C(OC[C@@H]1C[C@H](CN1C(=O)OCCNCCC1=CC=C(C=C1)N=NC1=C(C=C(C=C1)[N+](=O)[O-])Cl)O)(C1=CC=CC=C1)C1=CC=C(C=C1)OC (2-({4-[(2-Chloro-4-nitrophenyl)diazenyl]phenyl}ethylamino)ethyl (5S,3R)-5-{[bis(4-methoxyphenyl)phenylmethoxy]methyl}-3-hydroxypyrrolidinecarboxylate). RXN SMILES: [OH:1][C@@H:2]1[CH2:6][C@@H:5]([CH2:7][OH:8])[N:4]([C:9]([O:11][CH2:12][CH2:13][NH:14][CH2:15][CH2:16][C:17]2[CH:22]=[CH:21][C:20]([N:23]=[N:24][C:25]3[CH:30]=[CH:29][C:28]([N+:31]([O-:33])=[O:32])=[CH:27][C:26]=3[Cl:34])=[CH:19][CH:18]=2)=[O:10])[CH2:3]1.CO[C:37]1[C:38](OC)=[C:39]([CH:54]=[CH:55][CH:56]=1)[C:40](Cl)([C:47]1[CH:52]=[CH:51][CH:50]=[CH:49][CH:48]=1)[C:41]1[CH:46]=[CH:45][CH:44]=[CH:43][CH:42]=1.[C:59](=[O:62])(O)[O-].[Na+].[C:64](OCC)(=[O:66])C>N1C=CC=CC=1>[CH3:64][O:66][C:56]1[CH:55]=[CH:54][C:39]([C:40]([C:41]2[CH:46]=[CH:45][C:44]([O:62][CH3:59])=[CH:43][CH:42]=2)([C:47]2[CH:52]=[CH:51][CH:50]=[CH:49][CH:48]=2)[O:8][CH2:7][C@H:5]2[N:4]([C:9]([O:11][CH2:12][CH2:13][NH:14][CH2:15][CH2:16][C:17]3[CH:18]=[CH:19][C:20]([N:23]=[N:24][C:25]4[CH:30]=[CH:29][C:28]([N+:31]([O-:33])=[O:32])=[CH:27][C:26]=4[Cl:34])=[CH:21][CH:22]=3)=[O:10])[CH2:3][C@H:2]([OH:1])[CH2:6]2)=[CH:38][CH:37]=1 |f:2.3|. Procedure details: To a solution of 3 (9.1 g, 18.53 mmol) in 130 ml of anhydrous pyridine was added 6.26 g of dimethoxytrityl chloride. The solution was stirred for 3 h. at room temperature and then poured into 300 ml of 5% sodium bicarbonate solution. The mixture was extracted with ethyl acetate (2×300 ml) and the combined extracts were dried over sodium sulfate, filtered and evaporated. The residue was purified by silica gel chromatography eluting with a gradient of 20-0% hexane in ethyl acetate followed by a gr...